Dataset: the Open Reaction Database (ORD), a public repository of structured organic reaction records. Task: describe an organic reaction: reactants, conditions, products, and yield The reactants are Cc1cc(C)c(CNC(=O)c2cc(C3CCN(C(=O)OC(C)(C)C)CC3)nc3c2cnn3C(C)C)c(=O)[nH]1, ClCCl, O=C(O)C(F)(F)F. Product: Cc1cc(C)c(CNC(=O)c2cc(C3CCNCC3)nc3c2cnn3C(C)C)c(=O)[nH]1. As a reaction SMILES: [CH3:1][c:2]1[c:3]([CH2:10][NH:11][C:12](=[O:13])[c:14]2[c:15]3[c:16]([n:17][c:18]([CH:20]4[CH2:21][CH2:22][N:23]([C:26]([O:27][C:28]([CH3:29])([CH3:30])[CH3:31])=[O:32])[CH2:24][CH2:25]4)[cH:19]2)[n:33]([CH:36]([CH3:37])[CH3:38])[n:34][cH:35]3)[c:4](=[O:9])[nH:5][c:6]([CH3:8])[cH:7]1.[Cl:46][CH2:47][Cl:48].[F:39][C:40]([F:41])([F:42])[C:43]([OH:44])=[O:45]>>[CH3:1][c:2]1[c:3]([CH2:10][NH:11][C:12](=[O:13])[c:14]2[c:15]3[c:16]([n:17][c:18]([CH:20]4[CH2:21][CH2:22][NH:23][CH2:24][CH2:25]4)[cH:19]2)[n:33]([CH:36]([CH3:37])[CH3:38])[n:34][cH:35]3)[c:4](=[O:9])[nH:5][c:6]([CH3:8])[cH:7]1. The reactants are P12(=S)SP3(=S)SP(=S)(S1)SP(=S)(S2)S3 (P2S5), NC1=NC=NN2C1=C(C=C2[C@H]2[C@](O)([C@H](O)[C@H](O2)CO)C)C#N (4-amino-7-(2-C-methyl-β-D-ribofuranosyl)-pyrrolo[2,1-f][1,2,4]triazine-5-carbonitrile), O (water). Solvent: CCO (EtOH), CCO (EtOH). Reaction conditions: time 1 hour. Yields the product NC1=NC=NN2C1=C(C=C2[C@H]2[C@](O)([C@H](O)[C@H](O2)CO)C)C(N)=S (4-amino-7-(2-C-methyl-β-D-ribofuranosyl)-pyrrolo[2,1-f][1,2,4]triazine-5-carbothioic acid amide). Reaction SMILES: P12(SP3(SP(SP(S3)(S1)=S)(=S)S2)=S)=[S:2].[NH2:15][C:16]1[C:21]2=[C:22]([C:35]#[N:36])[CH:23]=[C:24]([C@@H:25]3[O:31][C@H:30]([CH2:32][OH:33])[C@@H:28]([OH:29])[C@@:26]3([CH3:34])[OH:27])[N:20]2[N:19]=[CH:18][N:17]=1.O>CCO>[NH2:15][C:16]1[C:21]2=[C:22]([C:35](=[S:2])[NH2:36])[CH:23]=[C:24]([C@@H:25]3[O:31][C@H:30]([CH2:32][OH:33])[C@@H:28]([OH:29])[C@@:26]3([CH3:34])[OH:27])[N:20]2[N:19]=[CH:18][N:17]=1. Procedure details: to anhydrous EtOH (30 μl) was added P2S5 (7.30 mg, 0.02 mmol) and the mixture stirred in a sealed vial for 1 h at RT. To the reaction mixture was added a solution of Compound 14 (51 mg, 0.0033 mmol) in anhydrous EtOH. (30 μl). The mixture was heated in a sealed vial at 120° C. for 3 h and then cooled to RT, whereupon water was added and the mixture extracted with DCM. The aqueous layer was concentrated to dryness and the residue purified by column chromatography silica gel (elution gradient ethy... As a reaction SMILES: Cl[C:2]1[C:3]2[N:4]([N:12]=[CH:13][C:14]=2[C:15]([O:17][CH2:18][CH3:19])=[O:16])[C:5]2[C:10]([N:11]=1)=[CH:9][CH:8]=[CH:7][CH:6]=2.[CH3:20][CH2:21][O-:22].[Na+]>>[CH2:21]([O:22][C:2]1[C:3]2[N:4]([N:12]=[CH:13][C:14]=2[C:15]([O:17][CH2:18][CH3:19])=[O:16])[C:5]2[C:10]([N:11]=1)=[CH:9][CH:8]=[CH:7][CH:6]=2)[CH3:20] |f:1.2|. Product: C(C)OC=1C=2N(C3=CC=CC=C3N1)N=CC2C(=O)OCC (4-(Ethoxy)pyrazolo[1,5-a]quinoxaline-3-carboxylic acid, ethyl ester). Reactants: ClC=1C=2N(C3=CC=CC=C3N1)N=CC2C(=O)OCC (4-chloropyrazolo[1,5-a]quinoxaline-3-carboxylic acid, ethyl ester), CC[O-].[Na+] (sodium ethylate solution). Procedure: 5.5 g. of 4-chloropyrazolo[1,5-a]quinoxaline-3-carboxylic acid, ethyl ester is heated for two hours with 10 ml. of a 2 molar sodium ethylate solution. The hot reaction solution is filtered and, upon cooling, 4-ethoxypyrazolo[1,5-a]quinoxaline-3-carboxylic acid, ethyl ester crystallizes in the form of white needles. The product is recrystallized from ethanol to obtain 3.4 g. of white crystals, m.p. 88°-90°.